describe an organic reaction: reactants, conditions, products, and yield From a dataset of the Open Reaction Database (ORD), a public repository of structured organic reaction records. Starting materials: CC1CN(S(=O)(=O)c2ccc(Br)s2)CCN1c1ncc(C(O)(C(F)(F)F)C(F)(F)F)cn1, C1CCOC1, Cc1ccccc1, CC(C)(C)[O-], CCOC(C)=O, Cl, [Na+], [Na+], O=C(C=Cc1ccccc1)C=Cc1ccccc1, C1COCCO1, O=C(C=Cc1ccccc1)C=Cc1ccccc1, O=C(C=Cc1ccccc1)C=Cc1ccccc1, [OH-], [Pd], [Pd], N=C(c1ccccc1)c1ccccc1. The product is CC1CN(S(=O)(=O)c2ccc(N)s2)CCN1c1ncc(C(O)(C(F)(F)F)C(F)(F)F)cn1. As a reaction SMILES: [Br:1][c:2]1[cH:3][cH:4][c:5]([S:7](=[O:8])(=[O:9])[N:10]2[CH2:11][CH:12]([CH3:32])[N:13]([c:16]3[n:17][cH:18][c:19]([C:22]([C:23]([F:24])([F:25])[F:26])([C:27]([F:28])([F:29])[F:30])[OH:31])[cH:20][n:21]3)[CH2:14][CH2:15]2)[s:6]1.[CH2:124]1[O:125][CH2:126][CH2:127][CH2:128]1.[CH3:129][c:130]1[cH:131][cH:132][cH:133][cH:134][cH:135]1.[CH3:47][C:48]([CH3:49])([O-:50])[CH3:51].[CH3:56][CH2:57][O:58][C:59]([CH3:60])=[O:61].[ClH:53].[Na+:52].[Na+:55].[O:106]=[C:107]([CH:108]=[CH:109][c:110]1[cH:111][cH:112][cH:113][cH:114][cH:115]1)[CH:116]=[CH:117][c:118]1[cH:119][cH:120][cH:121][cH:122][cH:123]1.[O:62]1[CH2:63][CH2:64][O:65][CH2:66][CH2:67]1.[O:70]=[C:71]([CH:72]=[CH:73][c:74]1[cH:75][cH:76][cH:77][cH:78][cH:79]1)[CH:80]=[CH:81][c:82]1[cH:83][cH:84][cH:85][cH:86][cH:87]1.[O:88]=[C:89]([CH:90]=[CH:91][c:92]1[cH:93][cH:94][cH:95][cH:96][cH:97]1)[CH:98]=[CH:99][c:100]1[cH:101][cH:102][cH:103][cH:104][cH:105]1.[OH-:54].[Pd:68].[Pd:69].[c:33]1([C:34]([c:35]2[cH:36][cH:37][cH:38][cH:39][cH:41]2)=[NH:40])[cH:42][cH:43][cH:44][cH:45][cH:46]1>>[c:2]1([NH2:40])[cH:3][cH:4][c:5]([S:7](=[O:8])(=[O:9])[N:10]2[CH2:11][CH:12]([CH3:32])[N:13]([c:16]3[n:17][cH:18][c:19]([C:22]([C:23]([F:24])([F:25])[F:26])([C:27]([F:28])([F:29])[F:30])[OH:31])[cH:20][n:21]3)[CH2:14][CH2:15]2)[s:6]1. Starting materials: C1(=CC=CC=C1)CCCN1[C@H](CN[C@@H](C1)C)C (trans-1-(3-phenylpropyl)-2,5-dimethylpiperazine), CC=1OC=CC1C(=O)Cl (2-methyl-3-furoyl chloride). The solvent is C1=CC=CC=C1 (benzene). The product is Cl.C1(=CC=CC=C1)CCCN1[C@H](CN([C@@H](C1)C)C(=O)C1=C(OC=C1)C)C (trans-1-(3-Phenylpropyl)-2,5-dimethyl-4-(2-methyl-3-furoyl)piperazine hydrochloride). As a reaction SMILES: [C:1]1([CH2:7][CH2:8][CH2:9][N:10]2[CH2:15][C@@H:14]([CH3:16])[NH:13][CH2:12][C@@H:11]2[CH3:17])[CH:6]=[CH:5][CH:4]=[CH:3][CH:2]=1.[CH3:18][C:19]1[O:20][CH:21]=[CH:22][C:23]=1[C:24]([Cl:26])=[O:25]>C1C=CC=CC=1>[ClH:26].[C:1]1([CH2:7][CH2:8][CH2:9][N:10]2[CH2:15][C@@H:14]([CH3:16])[N:13]([C:24]([C:23]3[CH:22]=[CH:21][O:20][C:19]=3[CH3:18])=[O:25])[CH2:12][C@@H:11]2[CH3:17])[CH:6]=[CH:5][CH:4]=[CH:3][CH:2]=1 |f:3.4|. Reported procedure: The compound was obtained by following the same process as in Example 2 from a mixture of trans-1-(3-phenylpropyl)-2,5-dimethylpiperazine, 2-methyl-3-furoyl chloride and benzene. Reactants: BrC1=CC=C(CN2C(C3(CC2)CCN(CC3)CC3CNCC3C3=CC=CC=C3)=O)C=C1 (2-(4-bromobenzyl)-8-(4-(SR)-phenylpyrrolidin-3-(RS)-ylmethyl)-2,8-diaza-spiro[4.5]decan-1-one), C(C1=CC=CC=C1)=O (benzaldehyde), ClCCCl (DCE), C(C)(=O)O[BH-](OC(C)=O)OC(C)=O (triacetoxyborohydride). Run at time 8 hour. Yields the product Cl.Cl.C(C1=CC=CC=C1)N1CC(C(C1)C1=CC=CC=C1)CN1CCC2(CCN(C2=O)CC2=CC=C(C=C2)Br)CC1 (8-(1-Benzyl-4-(SR)-phenylpyrrolidin-3-(RS)-ylmethyl)-2-(4-bromobenzyl)-2,8-diaza-spiro[4.5]decan-1-one dihydrochloride). The yield is 39.5%. RXN SMILES: [Br:1][C:2]1[CH:31]=[CH:30][C:5]([CH2:6][N:7]2[CH2:11][CH2:10][C:9]3([CH2:16][CH2:15][N:14]([CH2:17][CH:18]4[CH:22]([C:23]5[CH:28]=[CH:27][CH:26]=[CH:25][CH:24]=5)[CH2:21][NH:20][CH2:19]4)[CH2:13][CH2:12]3)[C:8]2=[O:29])=[CH:4][CH:3]=1.[CH:32](=O)[C:33]1[CH:38]=[CH:37][CH:36]=[CH:35][CH:34]=1.C(O[BH-](OC(=O)C)OC(=O)C)(=O)C.[Cl:53]CCCl>>[ClH:53].[ClH:53].[CH2:32]([N:20]1[CH2:21][CH:22]([C:23]2[CH:28]=[CH:27][CH:26]=[CH:25][CH:24]=2)[CH:18]([CH2:17][N:14]2[CH2:13][CH2:12][C:9]3([C:8](=[O:29])[N:7]([CH2:6][C:5]4[CH:4]=[CH:3][C:2]([Br:1])=[CH:31][CH:30]=4)[CH2:11][CH2:10]3)[CH2:16][CH2:15]2)[CH2:19]1)[C:33]1[CH:38]=[CH:37][CH:36]=[CH:35][CH:34]=1 |f:4.5.6|. Procedure: A solution of 28.9 mg (60 μmol) of 2-(4-bromobenzyl)-8-(4-(SR)-phenylpyrrolidin-3-(RS)-ylmethyl)-2,8-diaza-spiro[4.5]decan-1-one and 6.3 mg (60 μmol) of benzaldehyde in 1.5 mL of DCE was agitated for 10 minutes at room temperature before adding 20 mg (90 μmol) of triacetoxyborohydride. The reaction mixture was then stirred overnight and quenched with a saturated solution of sodium bicarbonate (1 mL). The solution was extracted with DCM (2×2 mL) and the combined organic layers were concentrated. ...